From a dataset of the Open Reaction Database (ORD), a public repository of structured organic reaction records. describe an organic reaction: reactants, conditions, products, and yield The reactants are C(#N)C=1C(=CC(=NC1)N1CCOCC1)C1=C(C=CC=C1)C (5-cyano-4-(2-methylphenyl)-2-(4-morpholinyl)pyridine), C1(=CC=CC=C1)C (toluene), S(O)(O)(=O)=O (sulfuric acid), [OH-].[Na+] (sodium hydroxide). Solvent: O (H2O). Conditions: temperature 70 celsius. Product: CC1=C(C=CC=C1)C1=C(C=NC(=C1)N1CCOCC1)C(=O)N (4-(2-methylphenyl)-6-(4-morpholinyl)-3-pyridinecarboxamide). Isolated yield 101.5%. RXN SMILES: [C:1]([C:3]1[C:4]([C:15]2[CH:20]=[CH:19][CH:18]=[CH:17][C:16]=2[CH3:21])=[CH:5][C:6]([N:9]2[CH2:14][CH2:13][O:12][CH2:11][CH2:10]2)=[N:7][CH:8]=1)#[N:2].C1(C)C=CC=CC=1.S(=O)(=O)(O)[OH:30].[OH-].[Na+]>O>[CH3:21][C:16]1[CH:17]=[CH:18][CH:19]=[CH:20][C:15]=1[C:4]1[CH:5]=[C:6]([N:9]2[CH2:10][CH2:11][O:12][CH2:13][CH2:14]2)[N:7]=[CH:8][C:3]=1[C:1]([NH2:2])=[O:30] |f:3.4|. Procedure: A mixture of 5-cyano-4-(2-methylphenyl)-2-(4-morpholinyl)pyridine (17.71 g), 18 mL of toluene, and 17.0 mL (33.1 g, 319 mmol) of concentrated sulfuric acid was heated at 70° C. for 12 hours, cooled to room temperature, and quenched by addition of 100 mL of cold H2O. Ethyl acetate (100 mL) was added followed by a solution of 25.5 g (638 mmol) of sodium hydroxide in 50 mL of H2O. The aqueous layer was separated and extracted three times with 50 mL of ethyl acetate. The organic layers were combined... The reactants are CC(C)(C)OC(=O)N1CCN(c2ccc(N)nc2)CC1, Cc1ccccc1, CCOCc1cc2cnc(S(C)=O)nc2n(C2CCCC2)c1=O. The product is CCOCc1cc2cnc(Nc3ccc(N4CCN(C(=O)OC(C)(C)C)CC4)cn3)nc2n(C2CCCC2)c1=O. Reaction SMILES: [C:24]([CH3:25])([CH3:26])([CH3:27])[O:28][C:29](=[O:30])[N:31]1[CH2:32][CH2:33][N:34]([c:37]2[cH:38][n:39][c:40]([NH2:43])[cH:41][cH:42]2)[CH2:35][CH2:36]1.[CH3:44][c:45]1[cH:46][cH:47][cH:48][cH:49][cH:50]1.[CH:1]1([n:6]2[c:7](=[O:23])[c:8]([CH2:19][O:20][CH2:21][CH3:22])[cH:9][c:10]3[c:11]2[n:12][c:13]([S:16]([CH3:17])=[O:18])[n:14][cH:15]3)[CH2:2][CH2:3][CH2:4][CH2:5]1>>[CH:1]1([n:6]2[c:7](=[O:23])[c:8]([CH2:19][O:20][CH2:21][CH3:22])[cH:9][c:10]3[c:11]2[n:12][c:13]([NH:43][c:40]2[n:39][cH:38][c:37]([N:34]4[CH2:33][CH2:32][N:31]([C:29]([O:28][C:24]([CH3:25])([CH3:26])[CH3:27])=[O:30])[CH2:36][CH2:35]4)[cH:42][cH:41]2)[n:14][cH:15]3)[CH2:2][CH2:3][CH2:4][CH2:5]1. Reactants: O=C([O-])O, CC(C)(C)OC(=O)N1CCC(c2ccc(OCCCOCc3ccccc3)cc2)C(OCc2ccc3ccc(OCOCC[Si](C)(C)C)cc3c2)C1, CO, Cl, [Na+]. The product is CC(C)(C)OC(=O)N1CCC(c2ccc(OCCCOCc3ccccc3)cc2)C(OCc2ccc3ccc(O)cc3c2)C1. As a reaction SMILES: [C:54](=[O:55])([O-:56])[OH:57].[CH2:1]([c:2]1[cH:3][cH:4][cH:5][cH:6][cH:7]1)[O:8][CH2:9][CH2:10][CH2:11][O:12][c:13]1[cH:14][cH:15][c:16]([CH:19]2[CH:20]([O:32][CH2:33][c:34]3[cH:35][c:36]4[cH:37][c:38]([O:44][CH2:45][O:46][CH2:47][CH2:48][Si:49]([CH3:50])([CH3:51])[CH3:52])[cH:39][cH:40][c:41]4[cH:42][cH:43]3)[CH2:21][N:22]([C:25](=[O:26])[O:27][C:28]([CH3:29])([CH3:30])[CH3:31])[CH2:23][CH2:24]2)[cH:17][cH:18]1.[CH3:59][OH:60].[ClH:53].[Na+:58]>>[CH2:1]([c:2]1[cH:3][cH:4][cH:5][cH:6][cH:7]1)[O:8][CH2:9][CH2:10][CH2:11][O:12][c:13]1[cH:14][cH:15][c:16]([CH:19]2[CH:20]([O:32][CH2:33][c:34]3[cH:35][c:36]4[cH:37][c:38]([OH:44])[cH:39][cH:40][c:41]4[cH:42][cH:43]3)[CH2:21][N:22]([C:25](=[O:26])[O:27][C:28]([CH3:29])([CH3:30])[CH3:31])[CH2:23][CH2:24]2)[cH:17][cH:18]1.